Dataset: the Open Reaction Database (ORD), a public repository of structured organic reaction records. Task: describe an organic reaction: reactants, conditions, products, and yield Starting materials: C(C)O (ethanol), O (water), CS(=O)(=O)N1C[C@H](CCC1)NC1=NC(=NC=C1C=1N=C2C(=NC1)N(C=C2)COCC[Si](C)(C)C)SC (((S)-1-methanesulfonyl-piperidin-3-yl)-{2-methylsulfanyl-5-[5-(2-trimethylsilanyl-ethoxymethyl)-5H-pyrrolo[2,3-b]pyrazin-2-yl]-pyrimidin-4-yl}-amine). The reagents and catalysts are [Ni] (Raney Nickel). Solvent: O1CCOCC1 (dioxane). The product is CS(=O)(=O)N1C[C@H](CCC1)NC1=NC=NC=C1C=1N=C2C(=NC1)N(C=C2)COCC[Si](C)(C)C (((S)-1-methanesulfonyl-piperidin-3-yl)-{5-[5-(2-trimethylsilanyl-ethoxymethyl)-5H-pyrrolo[2,3-b]pyrazin-2-yl]-pyrimidin-4-yl}-amine). Yield: 21.8%. As a reaction SMILES: [CH3:1][S:2]([N:5]1[CH2:10][CH2:9][CH2:8][C@H:7]([NH:11][C:12]2[C:17]([C:18]3[N:19]=[C:20]4[CH:26]=[CH:25][N:24]([CH2:27][O:28][CH2:29][CH2:30][Si:31]([CH3:34])([CH3:33])[CH3:32])[C:21]4=[N:22][CH:23]=3)=[CH:16][N:15]=[C:14](SC)[N:13]=2)[CH2:6]1)(=[O:4])=[O:3].C(O)C.O>O1CCOCC1.[Ni]>[CH3:1][S:2]([N:5]1[CH2:10][CH2:9][CH2:8][C@H:7]([NH:11][C:12]2[C:17]([C:18]3[N:19]=[C:20]4[CH:26]=[CH:25][N:24]([CH2:27][O:28][CH2:29][CH2:30][Si:31]([CH3:34])([CH3:33])[CH3:32])[C:21]4=[N:22][CH:23]=3)=[CH:16][N:15]=[CH:14][N:13]=2)[CH2:6]1)(=[O:4])=[O:3]. Procedure details: ((S)-1-methanesulfonyl-piperidin-3-yl)-{2-methylsulfanyl-5-[5-(2-trimethylsilanyl-ethoxymethyl)-5H-pyrrolo[2,3-b]pyrazin-2-yl]-pyrimidin-4-yl}-amine (400 mg, 0.728 mmol) was dissolved in dioxane (10 ml), ethanol (2 ml) and water (2 ml) and treated with 2 g of Raney Nickel (2000). This was refluxed for 16 hours. The reaction was filtered, evaporated and purified by silica gel chromatography (5% methanol/methylene chloride to give ((S)-1-methanesulfonyl-piperidin-3-yl)-{5-[5-(2-trimethylsilanyl-et...